From a dataset of the Open Reaction Database (ORD), a public repository of structured organic reaction records. describe an organic reaction: reactants, conditions, products, and yield Starting materials: CN(CCO)Cc1ccccc1, CN(C)C=O, ClCCl, O=S(Cl)Cl. Yields the product CN(CCCl)Cc1ccccc1. As a reaction SMILES: [CH2:1]([c:2]1[cH:3][cH:4][cH:5][cH:6][cH:7]1)[N:8]([CH2:9][CH2:10][OH:11])[CH3:12].[CH3:17][N:18]([CH3:19])[CH:20]=[O:21].[Cl:22][CH2:23][Cl:24].[S:13]([Cl:14])([Cl:15])=[O:16]>>[CH2:1]([c:2]1[cH:3][cH:4][cH:5][cH:6][cH:7]1)[N:8]([CH2:9][CH2:10][Cl:15])[CH3:12]. Starting materials: [OH-].[Na+] (NaOH), FC1=C(N)C=C(C=C1)F (2,5-difluoroaniline), Cl.ClCCNCCCl (bis(2-chloroethyl)amine hydrochloride), C([O-])([O-])=O.[Na+].[Na+] (sodium carbonate). The solvent is CCCCCC (hexane), C(CCC)O (butanol). Reaction conditions: time 2 day. The product is FC1=C(C=C(C=C1)F)N1CCNCC1 ((2,5-Difluorophenyl)piperazine). The yield is 15.5%. Reaction SMILES: [F:1][C:2]1[CH:8]=[CH:7][C:6]([F:9])=[CH:5][C:3]=1[NH2:4].Cl.Cl[CH2:12][CH2:13][NH:14][CH2:15][CH2:16]Cl.C(=O)([O-])[O-].[Na+].[Na+].[OH-].[Na+]>C(O)CCC.CCCCCC>[F:1][C:2]1[CH:8]=[CH:7][C:6]([F:9])=[CH:5][C:3]=1[N:4]1[CH2:16][CH2:15][NH:14][CH2:13][CH2:12]1 |f:1.2,3.4.5,6.7|. Procedure details: A mixture of 2,5-difluoroaniline (2.58 g, 20 mmol) and bis(2-chloroethyl)amine hydrochloride (3.96 g, 22 mmol) in butanol (10 mL) was heated at reflux for 24 hours. The mixture was cooled to room temperature, sodium carbonate (2.33 g, 22 mmol) was added, and the mixture was heated again at reflux. After 2 days, the mixture was cooled to room temperature, hexane (15 mL) and 3 N NaOH (25 mL) were added, and the resulting layers were separated. The aqueous layer was extracted with chloroform (3×25 ... Reactants: P(Cl)(Cl)(Cl)(Cl)Cl (phosphorus pentachloride), C1(=CC=CC=C1)O (phenol), Cl (hydrogen chloride), BrC1=CC=C(C=C1)N(N)C(C1=CC=C(C=C1)Cl)=O (p-chlorobenzoic acid (p-bromophenyl)hydrazide), Cl (hyrogen chloride), C(Cl)(Cl)(Cl)Cl (carbon tetrachloride), C(Cl)(Cl)(Cl)Cl (carbon tetrachloride). Product: BrC1=CC=C(C=C1)NN=C(C1=CC=C(C=C1)Cl)Cl (p-chlorobenzoyl chloride (p-bromophenyl)hydrazone). The yield is 64.0%. Reaction SMILES: P(Cl)(Cl)(Cl)(Cl)Cl.[Br:7][C:8]1[CH:13]=[CH:12][C:11]([N:14](C(=O)C2C=CC(Cl)=CC=2)[NH2:15])=[CH:10][CH:9]=1.[ClH:25].[C:26]1(O)[CH:31]=[CH:30][CH:29]=[CH:28][CH:27]=1.[C:33]([Cl:37])(Cl)(Cl)Cl>>[Br:7][C:8]1[CH:13]=[CH:12][C:11]([NH:14][N:15]=[C:33]([Cl:37])[C:29]2[CH:30]=[CH:31][C:26]([Cl:25])=[CH:27][CH:28]=2)=[CH:10][CH:9]=1. Procedure details: A quantity (5.50 g., 0.0264 mole) phosphorus pentachloride was added to a suspension of 8.14 g. (0.0250 mole) p-chlorobenzoic acid (p-bromophenyl)hydrazide (Preparation IV, above) in 50 ml. carbon tetrachloride and the mixture was heated at the reflux temperature until evolution of hyrogen chloride gas ceased. After cooling the reaction mixture in ice, 8.0 g. (0.085 mole) phenol in 25 ml. carbon tetrachloride was added. After the reaction was completed and evolution of hydrogen chloride gas had ... Starting materials: CC1=C(N=C(O1)C1=CC=CC=C1)COC1=CC=C(COC2=NC=CC=C2CC#N)C=C1 (2-[2-[4-[(5-methyl-2-phenyl-4-oxazolyl)methoxy]benzyloxy]-3-pyridyl]acetonitrile), O1CCCC1 (tetrahydrofuran), [OH-].[Na+] (sodium hydroxide), Cl (Hydrochloric acid), O (water). Solvent: C(C)O (ethanol). The product is CC1=C(N=C(O1)C1=CC=CC=C1)COC1=CC=C(COC2=NC=CC=C2CC(=O)O)C=C1 (2-[2-[4-[(5-methyl-2-phenyl-4-oxazolyl)methoxy]benzyloxy]-3-pyridyl]acetic acid). The yield is 38.0%. As a reaction SMILES: [CH3:1][C:2]1[O:6][C:5]([C:7]2[CH:12]=[CH:11][CH:10]=[CH:9][CH:8]=2)=[N:4][C:3]=1[CH2:13][O:14][C:15]1[CH:31]=[CH:30][C:18]([CH2:19][O:20][C:21]2[C:26]([CH2:27][C:28]#N)=[CH:25][CH:24]=[CH:23][N:22]=2)=[CH:17][CH:16]=1.O1CCCC1.[OH-:37].[Na+].Cl.[OH2:40]>C(O)C>[CH3:1][C:2]1[O:6][C:5]([C:7]2[CH:8]=[CH:9][CH:10]=[CH:11][CH:12]=2)=[N:4][C:3]=1[CH2:13][O:14][C:15]1[CH:16]=[CH:17][C:18]([CH2:19][O:20][C:21]2[C:26]([CH2:27][C:28]([OH:40])=[O:37])=[CH:25][CH:24]=[CH:23][N:22]=2)=[CH:30][CH:31]=1 |f:2.3|. Procedure details: To a mixture of 2-[2-[4-[(5-methyl-2-phenyl-4-oxazolyl)methoxy]benzyloxy]-3-pyridyl]acetonitrile (0.20 g), tetrahydrofuran (0.5 mL) and ethanol (1 mL) was added a 2N aqueous sodium hydroxide solution (1.5 mL) and the mixture was stirred with heating under reflux for 10 hrs. 1N Hydrochloric acid (3 mL) and water were added to the reaction mixture, the mixture was extracted with ethyl acetate. The organic layer was washed with saturated brine, dried over anhydrous magnesium sulfate and concentrate... The product is COc1cc(CC(=O)O)c(Br)cc1C, [Cl-]. RXN SMILES: [Br:1][c:2]1[c:3]([CH2:11][C:12](=[O:13])[OH:14])[cH:4][c:5]([O:9][CH3:10])[c:6]([CH3:8])[cH:7]1.[Cl:15][C:16]([C:17]([Cl:18])=[O:19])=[O:20].[Cl:26][CH2:27][Cl:28].[O:21]=[CH:22][N:23]([CH3:24])[CH3:25]>>[Br:1][c:2]1[c:3]([CH2:11][C:12](=[O:13])[OH:14])[cH:4][c:5]([O:9][CH3:10])[c:6]([CH3:8])[cH:7]1.[Cl-:15]. Reactants: COc1cc(CC(=O)O)c(Br)cc1C, O=C(Cl)C(=O)Cl, ClCCl, CN(C)C=O. Run at time 1 hour. Procedure: Powdered potassium hydroxide (144.4 g) was added carefully to a mechanically stirred mixture of 6-fluoroindole (49.23 g, 0.364 mol) and piperidine monohydrate (111.93 g, 0.728 mol) in methanol (1500 ml) The mixture was then heated under reflux under nitrogen for 18 h and then more potassium hydroxide (40 g) was added and the reaction mixture heated under reflux for a further 4 h. The reaction mixture was allowed to cool to room temperature and poured onto ice-water (3000 ml) and stirred for 1 h ... Starting materials: [OH-].[K+] (potassium hydroxide), [OH-].[K+] (potassium hydroxide), FC1=CC=C2C=CNC2=C1 (6-fluoroindole), O.N1CCCCC1 (piperidine monohydrate). Reaction SMILES: [OH-].[K+].[F:3][C:4]1[CH:12]=[C:11]2[C:7]([CH:8]=[CH:9][NH:10]2)=[CH:6][CH:5]=1.O.[NH:14]1[CH2:19][CH2:18][CH2:17][CH2:16][CH2:15]1>CO>[F:3][C:4]1[CH:12]=[C:11]2[C:7]([C:8]([C:17]3[CH2:18][CH2:19][NH:14][CH2:15][CH:16]=3)=[CH:9][NH:10]2)=[CH:6][CH:5]=1 |f:0.1,3.4|. The solvent is CO (methanol). The product is FC1=CC=C2C(=CNC2=C1)C1=CCNCC1 (4-(6-Fluoroindol-3-yl)-1,2,5,6-tetrahydropyridine). Reactants: Cc1ccccc1, CNCC(C)C(=O)OC, O=C(Cl)Cl. The product is COC(=O)C(C)CN(C)C(=O)Cl. Reaction SMILES: [CH3:14][c:15]1[cH:16][cH:17][cH:18][cH:19][cH:20]1.[CH3:5][CH:6]([C:7](=[O:8])[O:9][CH3:10])[CH2:11][NH:12][CH3:13].[Cl:1][C:2]([Cl:3])=[O:4]>>[Cl:1][C:2](=[O:4])[N:12]([CH2:11][CH:6]([CH3:5])[C:7](=[O:8])[O:9][CH3:10])[CH3:13].